Dataset: the Open Reaction Database (ORD), a public repository of structured organic reaction records. Task: describe an organic reaction: reactants, conditions, products, and yield Isolated yield 91.4%. Reaction conditions: temperature 70 celsius. Yields the product hexanes ethyl acetate, COC(C(CC1CCCC1)C1=CC=C(C=C1)C#CCO)=O (3-cyclopentyl-2-[4-(3-hydroxy-prop-1-ynyl)-phenyl]-propionic acid methyl ester). The solvent is CN(C=O)C (N,N-dimethylformamide). Procedure details: A solution of 3-cyclopentyl-2-(4-iodo-phenyl)-propionic acid methyl ester (2.15 g, 6.00 mmol) and triethylamine (6 mL, 0.04 mmol) in N,N-dimethylformamide (6 mL) was treated with propargyl alcohol (0.87 mL, 15.0 mmol). The resulting reaction mixture was degassed with argon and then treated with cooper iodide (30 mg, 0.15 mmol) and bis(triphenylphosphine)palladium (II) chloride (45 mg, 0.06 mmol). The reaction was then heated at 70° C. for 24 h. At this time, the reaction was cooled to 25° C. and... As a reaction SMILES: [CH3:1][O:2][C:3](=[O:18])[CH:4]([C:11]1[CH:16]=[CH:15][C:14](I)=[CH:13][CH:12]=1)[CH2:5][CH:6]1[CH2:10][CH2:9][CH2:8][CH2:7]1.[CH2:19]([OH:22])[C:20]#[CH:21]>CN(C)C=O.C1C=CC(P(C2C=CC=CC=2)C2C=CC=CC=2)=CC=1.C1C=CC(P(C2C=CC=CC=2)C2C=CC=CC=2)=CC=1.Cl[Pd]Cl.C(N(CC)CC)C.[I-]>[CH3:1][O:2][C:3](=[O:18])[CH:4]([C:11]1[CH:16]=[CH:15][C:14]([C:21]#[C:20][CH2:19][OH:22])=[CH:13][CH:12]=1)[CH2:5][CH:6]1[CH2:10][CH2:9][CH2:8][CH2:7]1 |f:3.4.5|. Reactants: COC(C(CC1CCCC1)C1=CC=C(C=C1)I)=O (3-cyclopentyl-2-(4-iodo-phenyl)-propionic acid methyl ester), C(C#C)O (propargyl alcohol). Reagents/catalysts: C1=CC=C(C=C1)P(C2=CC=CC=C2)C3=CC=CC=C3.C1=CC=C(C=C1)P(C2=CC=CC=C2)C3=CC=CC=C3.Cl[Pd]Cl (bis(triphenylphosphine)palladium (II) chloride), [I-] (iodide), C(C)N(CC)CC (triethylamine). Product: C(=O)(O)CCCOC1=CC=2C(C3=CC=CC=C3SC2C=C1)=O (2-(3-carboxy-propoxy)thioxanthone). Reported procedure: 2-Hydroxy-thioxanthone (4.56 g) was mixed with dimethylformamide (125 ml), ethyl 4-chlorobutyrate (6.02 g), potassium carbonate (2.80 g) and potassium iodide (0.50 g) and the mixture was stirred under reflux for four hours. The resulting mixture was poured carefully with stirring into cold distilled water. The yellow solid which precipitated, which is the ethyl ester of 2-(3-carboxypropoxy)thioxanthone, was collected by filtration and recrystallised from ethanol. The ethyl ester of 2-(3-carboxy-... The reactants are OC1=CC=2C(C3=CC=CC=C3SC2C=C1)=O (2-Hydroxy-thioxanthone), ClCCCC(=O)OCC (ethyl 4-chlorobutyrate), C([O-])([O-])=O.[K+].[K+] (potassium carbonate), [I-].[K+] (potassium iodide). RXN SMILES: [OH:1][C:2]1[CH:15]=[CH:14][C:13]2[S:12][C:11]3[C:6](=[CH:7][CH:8]=[CH:9][CH:10]=3)[C:5](=[O:16])[C:4]=2[CH:3]=1.Cl[CH2:18][CH2:19][CH2:20][C:21]([O:23]CC)=[O:22].C(=O)([O-])[O-].[K+].[K+].[I-].[K+]>CN(C)C=O>[C:21]([CH2:20][CH2:19][CH2:18][O:1][C:2]1[CH:15]=[CH:14][C:13]2[S:12][C:11]3[C:6](=[CH:7][CH:8]=[CH:9][CH:10]=3)[C:5](=[O:16])[C:4]=2[CH:3]=1)([OH:23])=[O:22] |f:2.3.4,5.6|. The solvent is CN(C=O)C (dimethylformamide). Reactants: CCOC(C)=O, CCCCCC, Cc1c(C)c(NC(=O)CC(C)(C)C)c2c(c1C)C(O)(c1ccc(C(C)C)cc1)C(C)(C)O2. Product: Cc1c(C)c(NC(=O)CC(C)(C)C)c2c(c1C)C(c1ccc(C(C)C)cc1)C(C)(C)O2. RXN SMILES: [C:39]([O:40][CH2:41][CH3:42])(=[O:43])[CH3:44].[CH3:33][CH2:34][CH2:35][CH2:36][CH2:37][CH3:38].[OH:1][C:2]1([c:24]2[cH:25][cH:26][c:27]([CH:30]([CH3:31])[CH3:32])[cH:28][cH:29]2)[C:3]([CH3:22])([CH3:23])[O:4][c:5]2[c:6]1[c:7]([CH3:21])[c:8]([CH3:20])[c:9]([CH3:19])[c:10]2[NH:11][C:12]([CH2:13][C:14]([CH3:15])([CH3:16])[CH3:17])=[O:18]>>[CH:2]1([c:24]2[cH:25][cH:26][c:27]([CH:30]([CH3:31])[CH3:32])[cH:28][cH:29]2)[C:3]([CH3:22])([CH3:23])[O:4][c:5]2[c:6]1[c:7]([CH3:21])[c:8]([CH3:20])[c:9]([CH3:19])[c:10]2[NH:11][C:12]([CH2:13][C:14]([CH3:15])([CH3:16])[CH3:17])=[O:18]. Starting materials: [OH-].[Na+] (sodium hydroxide), CCOCC (ether), [H-].[Al+3].[Li+].[H-].[H-].[H-] (lithium aluminum hydride), CC1=C(N=C(O1)C1=CC=CC=C1)CCCCC(=O)OC (methyl 5-(5-methyl-2-phenyloxazol-4-yl)-1-pentanoate), CCOCC (ether). Solvent: O (water), O (water), O1CCCC1 (tetrahydrofuran). Yields the product CC1=C(N=C(O1)C1=CC=CC=C1)CCCCCO (5-(5-Methyl-2-phenyloxazol-4-yl)-1-pentanol). Isolated yield 97.9%. As a reaction SMILES: CCOCC.[H-].[Al+3].[Li+].[H-].[H-].[H-].[CH3:12][C:13]1[O:17][C:16]([C:18]2[CH:23]=[CH:22][CH:21]=[CH:20][CH:19]=2)=[N:15][C:14]=1[CH2:24][CH2:25][CH2:26][CH2:27][C:28](OC)=[O:29].[OH-].[Na+]>O.O1CCCC1>[CH3:12][C:13]1[O:17][C:16]([C:18]2[CH:23]=[CH:22][CH:21]=[CH:20][CH:19]=2)=[N:15][C:14]=1[CH2:24][CH2:25][CH2:26][CH2:27][CH2:28][OH:29] |f:1.2.3.4.5.6,8.9|. Reported procedure: To 17 ml of dry ether, 550 mg of lithium aluminum hydride was added and 3.3 g of methyl 5-(5-methyl-2-phenyloxazol-4-yl)-1-pentanoate/10 ml of dry ether was added dropwise. After 1-hour-stirring at room temperature, the mixture was cooled with ice-cold water and 12 ml of tetrahydrofuran/0.7 ml of water was added dropwise gradually. Then, 0.7 ml of 1N sodium hydroxide and 2.5 ml of water were added and stirred for 15 minutes. The mixture was filtrated to remove insolubles and the filtrate was con... Starting materials: N[C@H](C(=O)O)CNCC1=CC=CC=C1 ((S)-2-Amino-3-benzylamino-propanoic acid), Cl.CO (HCl MeOH). Reaction conditions: time 8 hour. The product is Cl.Cl.COC(C(CNCC1=CC=CC=C1)N)=O (2-Amino-3-benzylamino-propanoic acid methyl ester dihydrochloride salt). The yield is 97.5%. Reaction SMILES: [NH2:1][C@@H:2]([CH2:6][NH:7][CH2:8][C:9]1[CH:14]=[CH:13][CH:12]=[CH:11][CH:10]=1)[C:3]([OH:5])=[O:4].[ClH:15].[CH3:16]O>>[ClH:15].[ClH:15].[CH3:16][O:4][C:3](=[O:5])[CH:2]([NH2:1])[CH2:6][NH:7][CH2:8][C:9]1[CH:14]=[CH:13][CH:12]=[CH:11][CH:10]=1 |f:1.2,3.4.5|. Reported procedure: To 1N HCl/MeOH (50 mL) at 0° C. was added (S)-2-Amino-3-benzylamino-propanoic acid (0.5 g, 2.57 mmol). Reaction was stirred at room temperature overnight. Volatiles were removed to give the product 2-Amino-3-benzylamino-propanoic acid methyl ester dihydrochloride salt as a white solid (0.7 g, 97.5%). MS: m/z=209 M+1. Starting materials: CS(=O)(=O)C1=CC=C(C=C1)C=1C=2N(C=CC1)N=C(N2)N (8-(4-methanesulfonyl-phenyl)-[1,2,4]triazolo[1,5-a]pyridin-2-ylamine), BrC1=CC=C(C=C1)N1CCC(CC1)N1CCOCC1 (4-[1-(4-bromo-phenyl)-piperidin-4-yl]-morpholine), C1(CCCCC1)P(C1=C(C=CC=C1)C1=C(C=CC=C1)P(C1CCCCC1)C1CCCCC1)C1CCCCC1 (2,2′-bis-dicyclohexylphosphanyl-biphenyl). The product is CS(=O)(=O)C1=CC=C(C=C1)C=1C=2N(C=CC1)N=C(N2)NC2=CC=C(C=C2)N2CCC(CC2)N2CCOCC2 ([8-(4-Methanesulfonyl-phenyl)-[1,2,4]triazolo[1,5-a]pyridin-2-yl]-[4-(4-morpholin-4-yl-piperidin-1-yl)-phenyl]-amine), solid. Yield: 48.0%. As a reaction SMILES: [CH3:1][S:2]([C:5]1[CH:10]=[CH:9][C:8]([C:11]2[C:12]3[N:13]([N:17]=[C:18]([NH2:20])[N:19]=3)[CH:14]=[CH:15][CH:16]=2)=[CH:7][CH:6]=1)(=[O:4])=[O:3].Br[C:22]1[CH:27]=[CH:26][C:25]([N:28]2[CH2:33][CH2:32][CH:31]([N:34]3[CH2:39][CH2:38][O:37][CH2:36][CH2:35]3)[CH2:30][CH2:29]2)=[CH:24][CH:23]=1.C1(P(C2CCCCC2)C2C=CC=CC=2C2C=CC=CC=2P(C2CCCCC2)C2CCCCC2)CCCCC1>>[CH3:1][S:2]([C:5]1[CH:10]=[CH:9][C:8]([C:11]2[C:12]3[N:13]([N:17]=[C:18]([NH:20][C:22]4[CH:27]=[CH:26][C:25]([N:28]5[CH2:29][CH2:30][CH:31]([N:34]6[CH2:35][CH2:36][O:37][CH2:38][CH2:39]6)[CH2:32][CH2:33]5)=[CH:24][CH:23]=4)[N:19]=3)[CH:14]=[CH:15][CH:16]=2)=[CH:7][CH:6]=1)(=[O:3])=[O:4]. Reported procedure: [8-(4-Methanesulfonyl-phenyl)-[1,2,4]triazolo[1,5-a]pyridin-2-yl]-[4-(4-morpholin-4-yl-piperidin-1-yl)-phenyl]-amine was prepared from 8-(4-methanesulfonyl-phenyl)-[1,2,4]triazolo[1,5-a]pyridin-2-ylamine (50.0 mg, 0.173 mmol) and 4-[1-(4-bromo-phenyl)-piperidin-4-yl]-morpholine (65.0 mg, 0.200 mmol) with 2,2′-bis-dicyclohexylphosphanyl-biphenyl (20.0 mg, 0.0366 mmol) as the ligand in a manner analogous to Step 2d. The title compound was isolated as a yellow solid (0.044 g, 48%).